From a dataset of the Open Reaction Database (ORD), a public repository of structured organic reaction records. describe an organic reaction: reactants, conditions, products, and yield The reactants are CCO, Cl, [H][H], COc1cc2c(c(C)c1C)C(O)CC2c1c[nH]cn1. The product is COc1cc2c(c(C)c1C)CCC2c1c[nH]cn1. RXN SMILES: [CH3:22][CH2:23][OH:24].[ClH:25].[H:20][H:21].[nH:1]1[cH:2][n:3][c:4]([CH:6]2[CH2:7][CH:8]([OH:19])[c:9]3[c:10]([CH3:18])[c:11]([CH3:17])[c:12]([O:15][CH3:16])[cH:13][c:14]32)[cH:5]1>>[nH:1]1[cH:2][n:3][c:4]([CH:6]2[CH2:7][CH2:8][c:9]3[c:10]([CH3:18])[c:11]([CH3:17])[c:12]([O:15][CH3:16])[cH:13][c:14]32)[cH:5]1. Reactants: CN1CCNCC1, CC(C)O, [O-][N+]1=C(c2ccccc2)C2=NCCN2c2cc(F)ccc21. The product is CN1CCN(c2ccc3c(c2)N2CCN=C2C(c2ccccc2)=[N+]3[O-])CC1. RXN SMILES: [CH3:22][N:23]1[CH2:24][CH2:25][NH:26][CH2:27][CH2:28]1.[CH:29]([OH:30])([CH3:31])[CH3:32].[F:1][c:2]1[cH:3][cH:4][c:5]2[c:10]([cH:11]1)[N:9]1[C:8](=[N:14][CH2:13][CH2:12]1)[C:7]([c:15]1[cH:16][cH:17][cH:18][cH:19][cH:20]1)=[N+:6]2[O-:21]>>[c:2]1([N:26]2[CH2:25][CH2:24][N:23]([CH3:22])[CH2:28][CH2:27]2)[cH:3][cH:4][c:5]2[c:10]([cH:11]1)[N:9]1[C:8](=[N:14][CH2:13][CH2:12]1)[C:7]([c:15]1[cH:16][cH:17][cH:18][cH:19][cH:20]1)=[N+:6]2[O-:21]. Reactants: CCN(C(C)C)C(C)C, CCOC(=O)C(Cn1cnc2c(Cl)ncnc21)NS(=O)(=O)c1cccc2ccccc12, c1cc2c(nc1C1CCNCC1)NCCC2, CN(C)C=O. Yields the product CCOC(=O)C(Cn1cnc2c(N3CCC(c4ccc5c(n4)NCCC5)CC3)ncnc21)NS(=O)(=O)c1cccc2ccccc12. As a reaction SMILES: [CH:48]([N:49]([CH:50]([CH3:51])[CH3:52])[CH2:53][CH3:54])([CH3:55])[CH3:56].[Cl:1][c:2]1[c:3]2[n:4][cH:5][n:6]([CH2:11][CH:12]([C:13](=[O:14])[O:15][CH2:16][CH3:17])[NH:18][S:19](=[O:20])(=[O:21])[c:22]3[cH:23][cH:24][cH:25][c:26]4[cH:27][cH:28][cH:29][cH:30][c:31]34)[c:7]2[n:8][cH:9][n:10]1.[NH:32]1[CH2:33][CH2:34][CH:35]([c:38]2[cH:39][cH:40][c:41]3[c:46]([n:47]2)[NH:45][CH2:44][CH2:43][CH2:42]3)[CH2:36][CH2:37]1.[O:57]=[CH:58][N:59]([CH3:60])[CH3:61]>>[c:2]1([N:32]2[CH2:33][CH2:34][CH:35]([c:38]3[cH:39][cH:40][c:41]4[c:46]([n:47]3)[NH:45][CH2:44][CH2:43][CH2:42]4)[CH2:36][CH2:37]2)[c:3]2[n:4][cH:5][n:6]([CH2:11][CH:12]([C:13](=[O:14])[O:15][CH2:16][CH3:17])[NH:18][S:19](=[O:20])(=[O:21])[c:22]3[cH:23][cH:24][cH:25][c:26]4[cH:27][cH:28][cH:29][cH:30][c:31]34)[c:7]2[n:8][cH:9][n:10]1. The reactants are C(C)(=O)N1C(CC2=CC(=C(C=C12)OC)OC)=O (1-acetyl-5,6-dimethoxy-2-indolinone), CCOC(C1=CC=CC=C1)(OCC)OCC (triethyl orthobenzoate). Run in C(C)(=O)OC(C)=O (acetic anhydride). Product: C(C)(=O)N1C(C(C2=CC(=C(C=C12)OC)OC)=C(C1=CC=CC=C1)OCC)=O (1-acetyl-3-(1-ethoxy-1-phenylmethylidene)-5,6-dimethoxy-2-indolinone). As a reaction SMILES: [C:1]([N:4]1[C:12]2[C:7](=[CH:8][C:9]([O:15][CH3:16])=[C:10]([O:13][CH3:14])[CH:11]=2)[CH2:6][C:5]1=[O:17])(=[O:3])[CH3:2].[CH3:18][CH2:19][O:20][C:21](OCC)(OCC)[C:22]1[CH:27]=[CH:26][CH:25]=[CH:24][CH:23]=1>C(OC(=O)C)(=O)C>[C:1]([N:4]1[C:12]2[C:7](=[CH:8][C:9]([O:15][CH3:16])=[C:10]([O:13][CH3:14])[CH:11]=2)[C:6](=[C:21]([O:20][CH2:19][CH3:18])[C:22]2[CH:27]=[CH:26][CH:25]=[CH:24][CH:23]=2)[C:5]1=[O:17])(=[O:3])[CH3:2]. Reported procedure: 10.0 g of 1-acetyl-5,6-dimethoxy-2-indolinone, 29.2 ml of triethyl orthobenzoate and 100 ml of acetic anhydride are stirred for 48 hours at 120° C. The solvent is eliminated and the residue evaporated with toluene, combined with ether and the precipitate formed (starting compounds is suction filtered. The filtrate is concentrated by evaporation and separated through a silica gel column with toluene, then with toluene/ethyl acetate (10:1). The product is triturated with ether, suction filtered an... The reactants are [Al+3], C1CCOC1, C[N-]OC, [H-], [H-], [H-], [H-], [Li+], O=C(O)c1cc2cc(OCCN3CCOCC3)ccc2o1. Yields the product O=Cc1cc2cc(OCCN3CCOCC3)ccc2o1. As a reaction SMILES: [Al+3:27].[CH2:32]1[O:33][CH2:34][CH2:35][CH2:36]1.[CH3:1][O:2][N-:3][CH3:4].[H-:26].[H-:29].[H-:30].[H-:31].[Li+:28].[O:5]1[CH2:6][CH2:7][N:8]([CH2:11][CH2:12][O:13][c:14]2[cH:15][cH:16][c:17]3[c:18]([cH:19][c:20]([C:22](=[O:23])[OH:24])[o:21]3)[cH:25]2)[CH2:9][CH2:10]1>>[O:5]1[CH2:6][CH2:7][N:8]([CH2:11][CH2:12][O:13][c:14]2[cH:15][cH:16][c:17]3[c:18]([cH:19][c:20]([CH:22]=[O:23])[o:21]3)[cH:25]2)[CH2:9][CH2:10]1.